This data is from the Open Reaction Database (ORD), a public repository of structured organic reaction records. The task is: describe an organic reaction: reactants, conditions, products, and yield The reactants are solvent A, CCCCCC (n-hexane), C(C)O (ethanol), C(C)(=O)[C@H](C\C=C(/CC=C)\C)OC(C[C@@H](C(C([C@@H]([C@H]([C@H](C=C)C)O[Si](C)(C)C(C)(C)C)C)=O)(C)C)O[Si](C)(C)C(C)(C)C)=O ((3S,6R,7S,8S)-3,7-bis-(tert-butyl-dimethyl-silanyloxy)-4,4,6,8-tetramethyl-5-oxo-dec-9-enoic acid (Z)-(S)-1-acetyl-4-methyl-hepta-3,6-dienyl ester), SC1=C(C(=O)O)C=CC=N1 (2-mercaptonicotinic acid), RuCl2(PCy3)(ImH2Mes)(benzylidene). Reagents/catalysts: Cl[Ru]([P](C1CCCCC1)(C2CCCCC2)C3CCCCC3)(=CC4=CC=CC=C4)(Cl)=C5N(C6=C(C)C=C(C)C=C6C)CCN5C7=C(C)C=C(C)C=C7C (Grubbs 2nd generation). The solvent is C1(=CC=CC=C1)C (toluene), C1(=CC=CC=C1)C (toluene). Conditions: time 30 minute. Product: C(C)(=O)[C@@H]1C\C=C(/C/C=C/[C@@H]([C@@H]([C@H](C(C([C@H](CC(O1)=O)O[Si](C)(C)C(C)(C)C)(C)C)=O)C)O[Si](C)(C)C(C)(C)C)C)\C ((10E,13Z)-(4S,7R,8S,9S,16S)-16-Acetyl-4,8-bis-(tert-butyl-dimethyl-silanyloxy)-5,5,7,9,13-pentamethyl-oxacyclohexadeca-10,13-diene-2,6-dione). The yield is 45.0%. Reaction SMILES: C([C@@H]([O:12][C:13](=[O:44])[CH2:14][C@H:15]([O:36][Si:37]([C:40]([CH3:43])([CH3:42])[CH3:41])([CH3:39])[CH3:38])[C:16]([CH3:35])([CH3:34])[C:17](=[O:33])[C@H:18]([CH3:32])[C@@H:19]([O:24][Si:25]([C:28]([CH3:31])([CH3:30])[CH3:29])([CH3:27])[CH3:26])[C@@H:20]([CH3:23])[CH:21]=C)C/C=C(/C)\CC=C)(=O)C.S[C:46]1N=CC=CC=1C(O)=O.[CH3:55][CH2:56][CH2:57][CH2:58][CH2:59][CH3:60].[CH2:61]([OH:63])[CH3:62]>C1(C)C=CC=CC=1.Cl[Ru](=C1N(C2C(C)=CC(C)=CC=2C)CCN1C1C(C)=CC(C)=CC=1C)(Cl)(=CC1C=CC=CC=1)[P](C1CCCCC1)(C1CCCCC1)C1CCCCC1>[C:61]([C@H:55]1[O:44][C:13](=[O:12])[CH2:14][C@H:15]([O:36][Si:37]([C:40]([CH3:41])([CH3:42])[CH3:43])([CH3:39])[CH3:38])[C:16]([CH3:34])([CH3:35])[C:17](=[O:33])[C@H:18]([CH3:32])[C@@H:19]([O:24][Si:25]([C:28]([CH3:30])([CH3:29])[CH3:31])([CH3:27])[CH3:26])[C@@H:20]([CH3:23])[CH:21]=[CH:60][CH2:59][C:58]([CH3:46])=[CH:57][CH2:56]1)(=[O:63])[CH3:62] |^1:103|. Reported procedure: A solution of 0.50 g (0.77 mmol) of (3S,6R,7S,8S)-3,7-bis-(tert-butyl-dimethyl-silanyloxy)-4,4,6,8-tetramethyl-5-oxo-dec-9-enoic acid (Z)-(S)-1-acetyl-4-methyl-hepta-3,6-dienyl ester in 1.9 l toluene was heated at reflux. A solution of 97.8 mg (0.12 mmol) of [RuCl2(PCy3)(ImH2Mes)(benzylidene)] (Grubbs 2nd generation RCM catalyst, commercially available from Sigma-Aldrich Corp. St. Louis, Mo. 63103) in 100 ml toluene was added and the resulting yellow solution stirred for 30 min at reflux. 18.06 ... The reactants are COC=1C=CC2=C(SC(=C2C(C2=CC=C(C=C2)O)=O)C2=CC=C(C=C2)OC)C1 (6-Methoxy-2-(4-methoxyphenyl)-3-(4-hydroxybenzoyl)benzo[b]thiophene), C(C)N1CC(CCC1)O (1-ethyl-3-hydroxypiperidine), C1(=CC=CC=C1)P(C1=CC=CC=C1)C1=CC=CC=C1 (triphenylphosphine). The reagents and catalysts are CCOC(=O)/N=N/C(=O)OCC (DEAD). Product: COC=1C=CC2=C(SC(=C2C(C2=CC=C(C=C2)OC2CN(CCC2)CC)=O)C2=CC=C(C=C2)OC)C1 (6-Methoxy-2-(4-Methoxyphenyl)-3-(4-[1-Ethylpiperidin-3-oxy]benzoyl)benzo[b]thiophene). Yield: 17.0%. RXN SMILES: [CH3:1][O:2][C:3]1[CH:4]=[CH:5][C:6]2[C:10]([C:11](=[O:19])[C:12]3[CH:17]=[CH:16][C:15]([OH:18])=[CH:14][CH:13]=3)=[C:9]([C:20]3[CH:25]=[CH:24][C:23]([O:26][CH3:27])=[CH:22][CH:21]=3)[S:8][C:7]=2[CH:28]=1.[CH2:29]([N:31]1[CH2:36][CH2:35][CH2:34][CH:33](O)[CH2:32]1)[CH3:30].C1(P(C2C=CC=CC=2)C2C=CC=CC=2)C=CC=CC=1>CCOC(/N=N/C(OCC)=O)=O>[CH3:1][O:2][C:3]1[CH:4]=[CH:5][C:6]2[C:10]([C:11](=[O:19])[C:12]3[CH:13]=[CH:14][C:15]([O:18][CH:33]4[CH2:34][CH2:35][CH2:36][N:31]([CH2:29][CH3:30])[CH2:32]4)=[CH:16][CH:17]=3)=[C:9]([C:20]3[CH:25]=[CH:24][C:23]([O:26][CH3:27])=[CH:22][CH:21]=3)[S:8][C:7]=2[CH:28]=1. Reported procedure: 6-Methoxy-2-(4-methoxyphenyl)-3-(4-hydroxybenzoyl)benzo[b]thiophene (1.17 g, 3.00 mmol), 1-ethyl-3-hydroxypiperidine (775 mg, 6.00 mmol), triphenylphosphine (1.57 g, 6.00 mmol), and DEAD (6.0 nmol) were converted to product by the procedure of Example 11 to give 256 mg of the title compound. Yield: 17%. MS(FD) 501(M+). EA calculated for C30H31NO4S: C, 71.83; H, 6.23; N, 2.79. Found: C, 72.10; H, 6.47; N, 3.07. Starting materials: S(O)(O)(=O)=O (sulphuric acid), C(CCCC)[C@@H]1CC[C@H](CC1)CCC1=CC=C(C#N)C=C1 (p-[2-(trans-4-pentylcyclohexyl)ethyl]benzonitrile), solution, [H-].C(C(C)C)[Al+]CC(C)C (diisobutylaluminium hydride). Solvent: C1(=CC=CC=C1)C (toluene), C1(=CC=CC=C1)C (toluene). Reaction conditions: time 2 hour. The product is C(CCCC)[C@@H]1CC[C@H](CC1)CCC1=CC=C(C=O)C=C1 (p-[2-(trans-4-pentylcyclohexyl)ethyl]benzaldehyde). The yield is 87.0%. Reaction SMILES: [CH2:1]([C@H:6]1[CH2:11][CH2:10][C@H:9]([CH2:12][CH2:13][C:14]2[CH:21]=[CH:20][C:17]([C:18]#N)=[CH:16][CH:15]=2)[CH2:8][CH2:7]1)[CH2:2][CH2:3][CH2:4][CH3:5].[H-].C([Al+]CC(C)C)C(C)C.S(=O)(=O)(O)[OH:33]>C1(C)C=CC=CC=1>[CH2:1]([C@H:6]1[CH2:11][CH2:10][C@H:9]([CH2:12][CH2:13][C:14]2[CH:21]=[CH:20][C:17]([CH:18]=[O:33])=[CH:16][CH:15]=2)[CH2:8][CH2:7]1)[CH2:2][CH2:3][CH2:4][CH3:5] |f:1.2|. Procedure: A solution of 7.08 g of p-[2-(trans-4-pentylcyclohexyl)ethyl]benzonitrile in 50 ml of absolute toluene was placed at 0° C. in a sulphonation flask under argon gasification and treated within 15 minutes with 29 ml of a 1.21N solution of diisobutylaluminium hydride in toluene in such a manner that the internal temperature did not exceed 5° C. After completion of the addition, the mixture was stirred at room temperature for a further 2 hours, then treated cautiously with 50 ml of 0.5N sulphuric aci... The reactants are NCC(=O)OCc1ccccc1, [K+], O, O=S(=O)([O-])O, Cc1cc(C)c(S(=O)(=O)Cl)c(C)c1, CP(=O)(O)C1CC(c2ccccc2)=NO1, Cc1ccccc1S(=O)(=O)O, c1ccncc1, c1nnn[nH]1. Yields the product CP(=O)(NCC(=O)OCc1ccccc1)C1CC(c2ccccc2)=NO1. Reaction SMILES: [CH2:45]([c:46]1[cH:47][cH:48][cH:49][cH:50][cH:51]1)[O:52][C:53]([CH2:54][NH2:55])=[O:56].[K+:62].[OH2:69].[S:57](=[O:58])(=[O:59])([OH:60])[O-:61].[c:16]1([CH3:17])[cH:18][c:19]([CH3:20])[cH:21][c:22]([CH3:23])[c:24]1[S:25]([Cl:26])(=[O:27])=[O:28].[c:1]1([C:7]2=[N:8][O:9][CH:10]([P:12]([OH:13])(=[O:14])[CH3:15])[CH2:11]2)[cH:2][cH:3][cH:4][cH:5][cH:6]1.[c:34]1([CH3:35])[c:36]([S:37]([OH:38])(=[O:39])=[O:40])[cH:41][cH:42][cH:43][cH:44]1.[cH:63]1[cH:64][cH:65][n:66][cH:67][cH:68]1.[nH:29]1[cH:30][n:31][n:32][n:33]1>>[c:1]1([C:7]2=[N:8][O:9][CH:10]([P:12](=[O:14])([CH3:15])[NH:55][CH2:54][C:53]([O:52][CH2:45][c:46]3[cH:47][cH:48][cH:49][cH:50][cH:51]3)=[O:56])[CH2:11]2)[cH:2][cH:3][cH:4][cH:5][cH:6]1. The reactants are C(C)(=O)C=1C(=C(C(C(=O)OCCOCCOCCO)=CC1)O)C(C)=O (triethylenglycol bis-acetylsalicylate), TEA, C(CCCCCCCCCO)O (1.10-decandiol), [Cl-] (chloride), C(C)(=O)OC=1C(C(=O)O)=CC=CC1 (acetylsalicylic acid), C(C)(C)OC(C)C (isopropyl ether). Yields the product C(C)(=O)C=1C(=C(C(C(=O)OCCCCCCCCCCO)=CC1)O)C(C)=O (1.10-decandiol bis-acetylsalicylate). RXN SMILES: [C:1]([C:4]1[C:5]([C:23](=[O:25])[CH3:24])=[C:6]([OH:22])[C:7](=[CH:20][CH:21]=1)[C:8]([O:10][CH2:11][CH2:12]OCCOCCO)=[O:9])(=[O:3])[CH3:2].[Cl-].C(OC1C(=CC=CC=1)C(O)=O)(=O)C.C(O)C[CH2:42][CH2:43][CH2:44][CH2:45][CH2:46][CH2:47][CH2:48][CH2:49][OH:50].C(OC(C)C)(C)C>>[C:1]([C:4]1[C:5]([C:23](=[O:25])[CH3:24])=[C:6]([OH:22])[C:7](=[CH:20][CH:21]=1)[C:8]([O:10][CH2:11][CH2:12][CH2:42][CH2:43][CH2:44][CH2:45][CH2:46][CH2:47][CH2:48][CH2:49][OH:50])=[O:9])(=[O:3])[CH3:2]. Procedure: The compound (IV) was prepared according to the procedure described in Example 1 for the synthesis of (XIX), starting from 5 g of the chloride of acetylsalicylic acid, 3.5 ml of TEA and 2.17 g of 1.10-decandiol. The product was purified by chromatography utilizing an eluent mix constituted by ethylether/hexane 7:3 (v/v). The intermediate fractions were collected, the solvent was evaporated under reduced pressure and a solid residue was obtained which, trirurated with isopropyl ether, produced 1.... Procedure: (R)-(−)-2-[3-[3-(1-tert-Butylcarbonylmethyl-2-oxo-5-c yclohexyl-1,3,4,5-tetrahydro-2H-1,5-benzodiazepin-3-yl)urei do]phenyl]-2-methylpropionic acid (158 mg) and N,N′-dibenzylethylenediamine (67 mg) were added to acetonitrile (2 mL), and were then dissolved under heat. The reaction mixture was allowed to stand. Crystals so precipitated were collected by filtration and dried, whereby the title compound (200 mg) was obtained. Yield: 89%. The reactants are C(C)(C)(C)C(=O)CN1C([C@@H](CN(C2=C1C=CC=C2)C2CCCCC2)NC(NC=2C=C(C=CC2)C(C(=O)O)(C)C)=O)=O ((R)-(−)-2-[3-[3-(1-tert-Butylcarbonylmethyl-2-oxo-5-c yclohexyl-1,3,4,5-tetrahydro-2H-1,5-benzodiazepin-3-yl)urei do]phenyl]-2-methylpropionic acid), C(C1=CC=CC=C1)NCCNCC1=CC=CC=C1 (N,N′-dibenzylethylenediamine). As a reaction SMILES: [C:1]([C:5]([CH2:7][N:8]1[C:14]2[CH:15]=[CH:16][CH:17]=[CH:18][C:13]=2[N:12]([CH:19]2[CH2:24][CH2:23][CH2:22][CH2:21][CH2:20]2)[CH2:11][C@@H:10]([NH:25][C:26](=[O:40])[NH:27][C:28]2[CH:29]=[C:30]([C:34]([CH3:39])([CH3:38])[C:35]([OH:37])=[O:36])[CH:31]=[CH:32][CH:33]=2)[C:9]1=[O:41])=[O:6])([CH3:4])([CH3:3])[CH3:2].[CH2:42]([NH:49][CH2:50][CH2:51][NH:52][CH2:53][C:54]1[CH:59]=[CH:58][CH:57]=[CH:56][CH:55]=1)[C:43]1[CH:48]=[CH:47][CH:46]=[CH:45][CH:44]=1>C(#N)C>[CH2:42]([NH:49][CH2:50][CH2:51][NH:52][CH2:53][C:54]1[CH:59]=[CH:58][CH:57]=[CH:56][CH:55]=1)[C:43]1[CH:44]=[CH:45][CH:46]=[CH:47][CH:48]=1.[C:1]([C:5]([CH2:7][N:8]1[C:14]2[CH:15]=[CH:16][CH:17]=[CH:18][C:13]=2[N:12]([CH:19]2[CH2:20][CH2:21][CH2:22][CH2:23][CH2:24]2)[CH2:11][C@@H:10]([NH:25][C:26](=[O:40])[NH:27][C:28]2[CH:29]=[C:30]([C:34]([CH3:39])([CH3:38])[C:35]([OH:37])=[O:36])[CH:31]=[CH:32][CH:33]=2)[C:9]1=[O:41])=[O:6])([CH3:4])([CH3:2])[CH3:3] |f:3.4|. The yield is 89.3%. Product: C(C1=CC=CC=C1)NCCNCC1=CC=CC=C1.C(C)(C)(C)C(=O)CN1C([C@@H](CN(C2=C1C=CC=C2)C2CCCCC2)NC(NC=2C=C(C=CC2)C(C(=O)O)(C)C)=O)=O ((R)-2-[3-[3-(1-tert-butylcarbonylmethyl-2-oxo-5-cyclohexyl-1,3,4,5-tetrahydro-2H-1,5-benzodi azepin-3-yl)ureido]phenyl]-2-methylpropionic acid N,N′-dibenzylethylenediamine salt). Solvent: C(C)#N (acetonitrile).